Dataset: the Open Reaction Database (ORD), a public repository of structured organic reaction records. Task: describe an organic reaction: reactants, conditions, products, and yield Reactants: step-ii, FC=1C=C(CN2N=CC(=C2)C2=CNC3=NC=C(C=C32)C=3C=C(CC2CCN(CC2)C(=O)OC(C)(C)C)C=CC3)C=CC1 (tert-butyl 4-(3-(3-(1-(3-fluorobenzyl)-1H-pyrazol-4-yl)-1H-pyrrolo[2,3-b]pyridin-5-yl)benzyl)piperidine-1-carboxylate). The solvent is CO.CCOCC.Cl (methanol ether HCl). Product: FC=1C=C(CN2N=CC(=C2)C2=CNC3=NC=C(C=C32)C3=CC(=CC=C3)CC3CCNCC3)C=CC1 (3-(1-(3-fluorobenzyl)-1H-pyrazol-4-yl)-5-(3-(piperidin-4-ylmethyl)phenyl)-1H-pyrrolo[2,3-b]pyridine). Isolated yield 97.6%. Reaction SMILES: [F:1][C:2]1[CH:3]=[C:4]([CH:40]=[CH:41][CH:42]=1)[CH2:5][N:6]1[CH:10]=[C:9]([C:11]2[C:19]3[C:14](=[N:15][CH:16]=[C:17]([C:20]4[CH:21]=[C:22]([CH:37]=[CH:38][CH:39]=4)[CH2:23][CH:24]4[CH2:29][CH2:28][N:27](C(OC(C)(C)C)=O)[CH2:26][CH2:25]4)[CH:18]=3)[NH:13][CH:12]=2)[CH:8]=[N:7]1>CO.CCOCC.Cl>[F:1][C:2]1[CH:3]=[C:4]([CH:40]=[CH:41][CH:42]=1)[CH2:5][N:6]1[CH:10]=[C:9]([C:11]2[C:19]3[C:14](=[N:15][CH:16]=[C:17]([C:20]4[CH:39]=[CH:38][CH:37]=[C:22]([CH2:23][CH:24]5[CH2:25][CH2:26][NH:27][CH2:28][CH2:29]5)[CH:21]=4)[CH:18]=3)[NH:13][CH:12]=2)[CH:8]=[N:7]1 |f:1.2.3|. Reported procedure: Using similar reaction conditions as described in step-ii of example-7, tert-butyl 4-(3-(3-(1-(3-fluorobenzyl)-1H-pyrazol-4-yl)-1H-pyrrolo[2,3-b]pyridin-5-yl)benzyl)piperidine-1-carboxylate (50 mg, 0.088 mmol) was deprotected in methanol/ether HCl (5/1 ml). This afforded 40 mg (90.9% yield) of the titled compound. 1H NMR (DMSO-d6, 300 MHz): δ 11.9 (s, 1H), 8.75-8.65 (bs, 1H), 8.53-8.52 (d, 1H), 8.42-8.38 (m, 2H), 7.98 (s, 1H), 7.78-7.77 (d, 2H), 7.62-7.57 (m, 2H), 7.43-7.35 (m, 2H), 7.19-7.05 (m... The reactants are I.FC=1C=C(C=CC1N1N=CN=C1C)NC(=N)SC (Methyl 3-fluoro-4-(5-methyl-1H-1,2,4-triazol-1-yl)phenylcarbamimidothioate, hydroiodide), C(C)(C)N(C(C)C)CC (N,N-diisopropylethylamine), NN (hydrazine), ClCCCCC(C(=O)O)C1=CC=C(C=C1)OCC(F)(F)F (6-chloro-2-(4-(2,2,2-trifluoroethoxy)phenyl)hexanoic acid), CN1CCOCC1 (N-methylmorpholine). Yields the product ClCCCCC(C1=CC=C(C=C1)OCC(F)(F)F)C1=NC(=NN1)NC1=CC(=C(C=C1)N1N=CN=C1C)F (5-(5-chloro-1-(4-(2,2,2-trifluoroethoxy)phenyl)pentyl)-N-(3-fluoro-4-(5-methyl-1H-1,2,4-triazol-1-yl)phenyl)-1H-1,2,4-triazol-3-amine). Isolated yield 102.9%. Reaction SMILES: I.[F:2][C:3]1[CH:4]=[C:5]([NH:15][C:16](SC)=[NH:17])[CH:6]=[CH:7][C:8]=1[N:9]1[C:13]([CH3:14])=[N:12][CH:11]=[N:10]1.[Cl:20][CH2:21][CH2:22][CH2:23][CH2:24][CH:25]([C:29]1[CH:34]=[CH:33][C:32]([O:35][CH2:36][C:37]([F:40])([F:39])[F:38])=[CH:31][CH:30]=1)[C:26](O)=O.CN1CCOCC1.C(N(CC)C(C)C)(C)C.[NH2:57][NH2:58]>>[Cl:20][CH2:21][CH2:22][CH2:23][CH2:24][CH:25]([C:26]1[NH:58][N:57]=[C:16]([NH:15][C:5]2[CH:6]=[CH:7][C:8]([N:9]3[C:13]([CH3:14])=[N:12][CH:11]=[N:10]3)=[C:3]([F:2])[CH:4]=2)[N:17]=1)[C:29]1[CH:34]=[CH:33][C:32]([O:35][CH2:36][C:37]([F:38])([F:39])[F:40])=[CH:31][CH:30]=1 |f:0.1|. Reported procedure: Methyl 3-fluoro-4-(5-methyl-1H-1,2,4-triazol-1-yl)phenylcarbamimidothioate, hydroiodide (1.50 g, 3.81 mmol, from preparation C) and 6-chloro-2-(4-(2,2,2-trifluoroethoxy)phenyl)hexanoic acid (1.30 g, 4.00 mmol, from preparation AW) were coupled [N-methylmorpholine (2.10 mL, 19.1 mmol) was substituted for N,N-diisopropylethylamine] and then reacted with hydrazine (0.598 mL, 19.1 mmol) using a procedure analogous to Step A of Example 13. After an aqueous workup, 5-(5-chloro-1-(4-(2,2,2-trifluoroeth... Starting materials: C(O)([O-])=O.[Na+] (sodium hydrogen carbonate), C(#N)C=1C=C(C=CC1)N1C2=C(NC(CC1=O)=O)C=1CCCCC1C=C2 (5-(3-cyanophenyl)-8,9,10,11-tetrahydronaphtho[2,1-b][1,4]diazepine-2,4(3H,5H)-dione), C(CCC)[Sn](CCCC)(CCCC)N=[N+]=[N-] (tri-n-butyltin azide). The solvent is CN(C)C=O (DMF). Reaction conditions: temperature 110 celsius, time 24 hour. Yields the product N1N=NN=C1C=1C=C(C=CC1)N1C2=C(NC(CC1=O)=O)C=1CCCCC1C=C2 (5-[3-(1H-Tetrazol-5-yl)phenyl]-8,9,10,11-tetrahydronaphtho[2,1-b][1,4]diazepine-2,4(3H,5H)-dione), powder. Yield: 71.0%. RXN SMILES: [C:1]([C:3]1[CH:4]=[C:5]([N:9]2[C:15](=[O:16])[CH2:14][C:13](=[O:17])[NH:12][C:11]3[C:18]4[CH2:19][CH2:20][CH2:21][CH2:22][C:23]=4[CH:24]=[CH:25][C:10]2=3)[CH:6]=[CH:7][CH:8]=1)#[N:2].C([Sn]([N:39]=[N+:40]=[N-:41])(CCCC)CCCC)CCC.C(=O)([O-])O.[Na+]>CN(C=O)C>[NH:39]1[C:1]([C:3]2[CH:4]=[C:5]([N:9]3[C:15](=[O:16])[CH2:14][C:13](=[O:17])[NH:12][C:11]4[C:18]5[CH2:19][CH2:20][CH2:21][CH2:22][C:23]=5[CH:24]=[CH:25][C:10]3=4)[CH:6]=[CH:7][CH:8]=2)=[N:2][N:41]=[N:40]1 |f:2.3|. Procedure: To an anhydrous DMF (5 mL) solution of 5-(3-cyanophenyl)-8,9,10,11-tetrahydronaphtho[2,1-b][1,4]diazepine-2,4(3H,5H)-dione (302 mg, 0.91 mmol) was added tri-n-butyltin azide (499 μL, 1.82 mmol). The mixture was stirred at 110° C. for 24 hours. The reaction mixture was cooled on standing, poured into saturated aqueous sodium hydrogen carbonate solution, and washed with ethyl acetate. After neutralization of the aqueous layer by addition of 1M hydrochloric acid, the layer was extracted with ethyl ... The reactants are ClC1=C(C#N)C=CC(=C1C)F (2-chloro-4-fluoro-3-methyl-benzonitrile), N1[C@H](C(=O)O)CCC1 (L-proline). Run in CN1CCOCC1 (N-methylmorpholine). Yields the product ClC=1C(=C(C=CC1C#N)N1[C@H](C(=O)O)CCC1)C (1-(3-chloro-4-cyano-2-methylphenyl)proline). As a reaction SMILES: [Cl:1][C:2]1[C:9]([CH3:10])=[C:8](F)[CH:7]=[CH:6][C:3]=1[C:4]#[N:5].[NH:12]1[CH2:19][CH2:18][CH2:17][C@H:13]1[C:14]([OH:16])=[O:15]>CN1CCOCC1>[Cl:1][C:2]1[C:9]([CH3:10])=[C:8]([N:12]2[CH2:19][CH2:18][CH2:17][C@H:13]2[C:14]([OH:16])=[O:15])[CH:7]=[CH:6][C:3]=1[C:4]#[N:5]. Procedure: Heat a slurry of 2-chloro-4-fluoro-3-methyl-benzonitrile (0.4 g, 2.36 mmol) and L-proline (2.11 g, 18.8 mmol) in N-methylmorpholine (1.6 mL) at 200° C. in a microwave for 30 min. Partition the reaction between 2N aqueous hydrochloric acid and ethyl acetate. Separate and extract the organic portion with 2N aqueous sodium hydroxide. Acidify the aqueous extract to pH 1 by adding concentrated hydrochloric acid and back extract into ethyl acetate. Extract the combined organic portions with brine, dry... Solvent: C1CCOC1 (THF). RXN SMILES: N.[Li].[C:3]([O:7][C:8]([N:10]1[CH2:14][C@H:13]([O:15]CC2C=CC=CC=2)[CH2:12][C@H:11]1[CH2:23][O:24][CH3:25])=[O:9])([CH3:6])([CH3:5])[CH3:4].C(O)(C)(C)C>C1COCC1>[C:3]([O:7][C:8]([N:10]1[CH2:14][C@H:13]([OH:15])[CH2:12][C@H:11]1[CH2:23][O:24][CH3:25])=[O:9])([CH3:6])([CH3:5])[CH3:4] |^1:1|. Isolated yield 103.4%. Conditions: time 2 hour. The product is C(C)(C)(C)OC(=O)N1[C@@H](C[C@H](C1)O)COC ((2S,4R)-4-hydroxy-2-methoxymethyl-pyrrolidine-1-carboxylic acid tert-butyl ester). The reactants are N (ammonia), [Li] (lithium), C(C)(C)(C)OC(=O)N1[C@@H](C[C@H](C1)OCC1=CC=CC=C1)COC ((2S,4R)-4-benzyloxy-2-methoxymethyl-pyrrolidine-1-carboxylic acid tert-butyl ester), C(C)(C)(C)O (tert-butanol). Reported procedure: In a flask purged with ammonia gas, about 40 mL of liquid ammonia is collected with ammonia condenser at −78° C. To the liquid ammonia is added portionwise lithium metal (46 mmol; 320 mg) at the same temperature. To the deep blue solution is added a solution of (2S,4R)-4-benzyloxy-2-methoxymethyl-pyrrolidine-1-carboxylic acid tert-butyl ester (9.2 mmol; 3.1 g) and tert-butanol (18.4 mmol; 1.36 g) in THF (15 mL). After stirring for 2 hours, the reaction mixture is quenched with MeOH, and then war... Reactants: C[Si](C)(C)C=[N+]=[N-] (Trimethylsilyldiazomethane), BrC=1C=C(C=C(C1O)OC)CC(=O)O ((3-bromo-4-hydroxy-5-methoxy-phenyl)-acetic acid), C(C)(=O)O (Acetic acid). Solvent: CO (methanol), C1(=CC=CC=C1)C (toluene). Reaction conditions: time 30 minute. Yields the product COC(CC1=CC(=C(C(=C1)OC)O)Br)=O ((3-bromo-4-hydroxy-5-methoxy-phenyl)-acetic Acid Methyl Ester). Isolated yield 99.0%. RXN SMILES: C[Si](C=[N+]=[N-])(C)C.[Br:8][C:9]1[CH:10]=[C:11]([CH2:18][C:19]([OH:21])=[O:20])[CH:12]=[C:13]([O:16][CH3:17])[C:14]=1[OH:15].[C:22](O)(=O)C>CO.C1(C)C=CC=CC=1>[CH3:22][O:20][C:19](=[O:21])[CH2:18][C:11]1[CH:12]=[C:13]([O:16][CH3:17])[C:14]([OH:15])=[C:9]([Br:8])[CH:10]=1. Reported procedure: Trimethylsilyldiazomethane (2 M solution in diethyl ether, 0.409 mL, 0.818 mmol) was added to a solution of (3-bromo-4-hydroxy-5-methoxy-phenyl)-acetic acid (150 mg, 0.575 mmol) in methanol (1 mL) and toluene (4 mL), and the mixture was stirred at room temperature for 30 minutes. Acetic acid was added to the reaction mixture to terminate the reaction, and then the mixture was concentrated under reduced pressure to give the target compound as a colorless oil (158 mg, 99%). Starting materials: ClC1=NC=2C=CC=CC2C2=C1N=CN2CC2=NC=CC=C2 (4-chloro-1-(2-pyridylmethyl)-1H-imidazo[4,5-c]quinoline), N (ammonia). Solvent: CO (methanol). Reaction conditions: temperature 150 celsius. Product: N1=C(C=CC=C1)CN1C=NC=2C(=NC=3C=CC=CC3C21)N (1-(2-Pyridylmethyl)-1H-imidazo[4,5-c]quinolin-4-amine). As a reaction SMILES: Cl[C:2]1[C:11]2[N:12]=[CH:13][N:14]([CH2:15][C:16]3[CH:21]=[CH:20][CH:19]=[CH:18][N:17]=3)[C:10]=2[C:9]2[CH:8]=[CH:7][CH:6]=[CH:5][C:4]=2[N:3]=1.[NH3:22]>CO>[N:17]1[CH:18]=[CH:19][CH:20]=[CH:21][C:16]=1[CH2:15][N:14]1[C:10]2[C:9]3[CH:8]=[CH:7][CH:6]=[CH:5][C:4]=3[N:3]=[C:2]([NH2:22])[C:11]=2[N:12]=[CH:13]1. Reported procedure: A mixture of 2.4 g of 4-chloro-1-(2-pyridylmethyl)-1H-imidazo[4,5-c]quinoline and 50 mL of 15% ammonia in methanol was placed in a bomb and heated at 150° C. for 6 hours. After cooling, the reaction mixture was filtered. The solid was slurried with aqueous sodium bicarbonate, collected and dried to provide 1.9 g of crude product. The crude product was recrystallized from 350 mL of ethanol to provide 1.25 g of a solid, m.p. 278°-284° C. The mother liquor was concentrated to a volume of 50 mL to p... Starting materials: CC(C)CC(C)c1ccccc1N, Clc1ccccc1, Cc1nn(C)c(F)c1C(=O)F, O. Product: Cc1nn(C)c(F)c1C(=O)Nc1ccccc1C(C)CC(C)C. As a reaction SMILES: [CH3:1][CH:2]([CH2:3][CH:4]([CH3:5])[CH3:6])[c:7]1[c:8]([NH2:13])[cH:9][cH:10][cH:11][cH:12]1.[Cl:26][c:27]1[cH:28][cH:29][cH:30][cH:31][cH:32]1.[F:14][c:15]1[c:16]([C:22](=[O:23])[F:24])[c:17]([CH3:21])[n:18][n:19]1[CH3:20].[OH2:25]>>[CH3:1][CH:2]([CH2:3][CH:4]([CH3:5])[CH3:6])[c:7]1[c:8]([NH:13][C:22]([c:16]2[c:15]([F:14])[n:19]([CH3:20])[n:18][c:17]2[CH3:21])=[O:23])[cH:9][cH:10][cH:11][cH:12]1.